From a dataset of the Open Reaction Database (ORD), a public repository of structured organic reaction records. describe an organic reaction: reactants, conditions, products, and yield Procedure details: In a flask were charged 15.89 g of (S)-3-methylpentanol and 65 ml of pyrimidine. After cooling to 0° to 50° C., 23.63 g of methanesulfonyl chloride was added thereto dropwise, and the mixture was allowed to react at the same temperature for 1 hour. The reaction mixture was extracted with diethyl ether, and the extract was washed with water and concentrated to obtain 12.14 g (46.42%) of the titled compound. Yield: 43.3%. Reactants: C[C@H](CCO)CC ((S)-3-methylpentanol), N1=CN=CC=C1 (pyrimidine), CS(=O)(=O)Cl (methanesulfonyl chloride). Yields the product CS(=O)(=O)OCC[C@H](CC)C ((S)-3-Methylpentyl methanesulfonate). RXN SMILES: [CH3:1][C@@H:2]([CH2:6][CH3:7])[CH2:3][CH2:4][OH:5].N1C=CC=NC=1.[CH3:14][S:15](Cl)(=[O:17])=[O:16]>>[CH3:14][S:15]([O:5][CH2:4][CH2:3][C@@H:2]([CH3:1])[CH2:6][CH3:7])(=[O:17])=[O:16]. Starting materials: C(CN(CC(=O)O)CC(=O)O)N(CC(=O)O)CC(=O)O (EDTA), P(O)(=O)(OP(=O)(O)OP(=O)(O)O)OC[C@@H]1[C@H]([C@H]([C@@H](O1)N1C=NC=2C(N)=NC=NC12)O)O (ATP), [Mg+2].[Cl-].[Cl-] (MgCl2), P(O)(=O)(OP(=O)(O)OP(=O)(O)O)OC[C@@H]1[C@H]([C@H]([C@@H](O1)N1C=NC=2C(N)=NC=NC12)O)O (ATP), C1[C@@H](N/C(=C/2\N=C3C=CC(=O)C=C3S2)/S1)C(=O)O (luciferin), C([C@H]([C@@H](CS)O)O)S (DTT). The solvent is CC(=O)O.C(C(CO)(CO)N)O (TRIS acetate). Reaction conditions: time 60 minute. Product: C1=NC2=C(N1[C@H]3[C@@H]([C@@H]([C@H](O3)COP(=O)(O)O)O)O)NC(=NC2=O)N (Guanylate). As a reaction SMILES: C(N(CC(O)=O)CC(O)=O)CN(CC(O)=O)CC(O)=[O:6].[P:21]([O:33][CH2:34][C@H:35]1[O:39][C@@H:38]([N:40]2[C:49]3[N:48]=[CH:47][N:46]=[C:44]([NH2:45])[C:43]=3[N:42]=[CH:41]2)[C@H:37]([OH:50])[C@@H:36]1[OH:51])([O:24]P(OP(O)(O)=O)(O)=O)(=[O:23])[OH:22].[Mg+2].[Cl-].[Cl-].C1S/C(=C2/N=C3C(S/2)=CC(=O)C=C3)/N[C@H]1C(O)=O.C(S)[C@@H](O)[C@H](O)CS>CC(O)=O.C(O)C(N)(CO)CO>[CH:41]1[N:40]([C@@H:38]2[O:39][C@H:35]([CH2:34][O:33][P:21]([OH:24])([OH:22])=[O:23])[C@@H:36]([OH:51])[C@H:37]2[OH:50])[C:49]2[NH:48][C:47]([NH2:46])=[N:45][C:44](=[O:6])[C:43]=2[N:42]=1 |f:2.3.4,7.8|. Procedure: 100 μl of reaction mixture should contain 50 mM TEA buffer (pH 7.4), 3 mM MgCl2, 3 mM GSH, 0.1 mM GTP, 1 mM IBMX (isobutylmethylxanthine), 0.2 mM NAD+, 0.4 mU of NAT, suitably diluted sGC enzyme solution (isolated from bovine lung as described by P. Humbert et al., Methods of Enzymology 195, 384-391 (1991)) and the test substance or solvent (for determining the basal enzyme activity). The reaction is started by adding the sGC. The reaction mixture is incubated at room temperature for 60 min and ... RXN SMILES: [C:15]([c:16]1[cH:17][cH:18][cH:19][cH:20][cH:21]1)(=[O:22])[N:23]=[C:24]=[S:25].[CH2:1]([CH2:2][CH2:3][CH2:4][CH3:5])[NH:6][c:7]1[n:8][cH:9][nH:10][c:11]1[C:12](=[O:13])[NH2:14].[Cl:26][CH2:27][Cl:28]>>[CH2:1]([CH2:2][CH2:3][CH2:4][CH3:5])[N:6]([c:7]1[n:8][cH:9][nH:10][c:11]1[C:12](=[O:13])[NH2:14])[C:24]([NH:23][C:15]([c:16]1[cH:17][cH:18][cH:19][cH:20][cH:21]1)=[O:22])=[S:25]. Reactants: O=C(N=C=S)c1ccccc1, CCCCCNc1nc[nH]c1C(N)=O, ClCCl. The product is CCCCCN(C(=S)NC(=O)c1ccccc1)c1nc[nH]c1C(N)=O. The reactants are C1(CC1)C(=O)N1CCC2=C(CC1)C=C(C=C2)OC2CCN(CC2)C(=O)OC(C)(C)C (tert-butyl 4-(3-cyclopropanecarbonyl-2,3,4,5-tetrahydro-1H-benzo[d]azepin-7-yloxy)-piperidine-1-carboxylate), FC(C(=O)O)(F)F (trifluoroacetic acid). Solvent: ClCCl (dichloromethane). Reaction conditions: time 3 hour. Product: C1(CC1)C(=O)N1CCC2=C(CC1)C=C(C=C2)OC2CCNCC2 (cyclopropyl-[7-(piperidin-4-yloxy)-1,2,4,5-tetrahydro-benzo[d]azepin-3-yl]-methanone). RXN SMILES: [CH:1]1([C:4]([N:6]2[CH2:12][CH2:11][C:10]3[CH:13]=[C:14]([O:17][CH:18]4[CH2:23][CH2:22][N:21](C(OC(C)(C)C)=O)[CH2:20][CH2:19]4)[CH:15]=[CH:16][C:9]=3[CH2:8][CH2:7]2)=[O:5])[CH2:3][CH2:2]1.FC(F)(F)C(O)=O>ClCCl>[CH:1]1([C:4]([N:6]2[CH2:12][CH2:11][C:10]3[CH:13]=[C:14]([O:17][CH:18]4[CH2:23][CH2:22][NH:21][CH2:20][CH2:19]4)[CH:15]=[CH:16][C:9]=3[CH2:8][CH2:7]2)=[O:5])[CH2:2][CH2:3]1. Procedure details: 70 mg tert-butyl 4-(3-cyclopropanecarbonyl-2,3,4,5-tetrahydro-1H-benzo[d]azepin-7-yloxy)-piperidine-1-carboxylate are placed in 1.4 ml dichloromethane and combined with 224 l trifluoroacetic acid. The reaction mixture is stirred for 3 hours at ambient temperature, then evaporated to dryness. The residue is combined with toluene and evaporated to dryness. 77 mg (V-18) are obtained as an oil. Analytical HPLC-MS (method B): RT=1.18 min. The reactants are C(C1=CC=CC=C1)OC(=O)NCC[C@H](CN(CCCC[C@@H](C(=O)O)NC(=O)OCC1C2=CC=CC=C2C=2C=CC=CC12)C(=O)OCC1=CC=CC=C1)OC1OCCCC1 ((2S,9R)-11-[(Benzyloxycarbonyl)amino]-7-(carbobenzyloxy)-2-[(9-fluorenylmethoxycarbonyl)amino]-9-(tetrahydropyran-2-yloxy)-7 -azaundecanoic Acid), N[C@H](C(=O)O)CCCCN(C[C@H](CCNC(=O)OCC1=CC=CC=C1)OC1OCCCC1)C(=O)OCC1=CC=CC=C1 ((2S,9S)-2-Amino-11-[(benzyloxycarbonyl)amino]-7-(carbobenzyloxy)-9-(tetrahydropyran-2-yloxy)-7-azaundecanoic Acid), C1CC(=O)N(C1=O)OC(=O)OCC2C3=CC=CC=C3C4=CC=CC=C24 (9-fluorenylmethyl N-succinimidyl carbonate), C(=O)([O-])[O-].[Na+].[Na+] (Na2CO3). The product is C(C1=CC=CC=C1)OC(=O)NCC[C@@H](CN(CCCC[C@@H](C(=O)O)NC(=O)OCC1C2=CC=CC=C2C=2C=CC=CC12)C(=O)OCC1=CC=CC=C1)OC1OCCCC1 ((2S,9S)-11-[(Benzyloxycarbonyl)amino]-7-(carbobenzyloxy)-2-[(9-fluorenylmethoxycarbonyl)amino]-9-(tetrahydropyran-2-yloxy)-7-azaundecanoic Acid). Isolated yield 55.0%. Reaction SMILES: [CH2:1]([O:8][C:9]([NH:11][CH2:12][CH2:13][C@@H:14]([O:53][CH:54]1[CH2:59][CH2:58][CH2:57][CH2:56][O:55]1)[CH2:15][N:16]([C:43]([O:45][CH2:46][C:47]1[CH:52]=[CH:51][CH:50]=[CH:49][CH:48]=1)=[O:44])[CH2:17][CH2:18][CH2:19][CH2:20][C@H:21]([NH:25][C:26]([O:28][CH2:29][CH:30]1[C:42]2[CH:41]=[CH:40][CH:39]=[CH:38][C:37]=2[C:36]2[C:31]1=[CH:32][CH:33]=[CH:34][CH:35]=2)=[O:27])[C:22]([OH:24])=[O:23])=[O:10])[C:2]1[CH:7]=[CH:6][CH:5]=[CH:4][CH:3]=1.N[C@@H](CCCCN(C(OCC1C=CC=CC=1)=O)C[C@@H](OC1CCCCO1)CCNC(OCC1C=CC=CC=1)=O)C(O)=O.C1C(=O)N(OC(OCC2C3C(=CC=CC=3)C3C2=CC=CC=3)=O)C(=O)C1.C([O-])([O-])=O.[Na+].[Na+]>>[CH2:1]([O:8][C:9]([NH:11][CH2:12][CH2:13][C@H:14]([O:53][CH:54]1[CH2:59][CH2:58][CH2:57][CH2:56][O:55]1)[CH2:15][N:16]([C:43]([O:45][CH2:46][C:47]1[CH:48]=[CH:49][CH:50]=[CH:51][CH:52]=1)=[O:44])[CH2:17][CH2:18][CH2:19][CH2:20][C@H:21]([NH:25][C:26]([O:28][CH2:29][CH:30]1[C:42]2[CH:41]=[CH:40][CH:39]=[CH:38][C:37]=2[C:36]2[C:31]1=[CH:32][CH:33]=[CH:34][CH:35]=2)=[O:27])[C:22]([OH:24])=[O:23])=[O:10])[C:2]1[CH:3]=[CH:4][CH:5]=[CH:6][CH:7]=1 |f:3.4.5|. Reported procedure: According to the method described for the preparation of 11a, 18b (26 mg, 44 μmol) was reacted with 9-fluorenylmethyl N-succinimidyl carbonate (22 mg, 66 μmol) and Na2CO3 (9 mg, 88 μmol) to give 11b (20 mg, 55%) as a colorless oil: 1H NMR δ 1.14-1.96 (m, 14H), 3.04-3.55 (m, 6H), 3.64-3.98 (m, 3H), 4.14 (m, 1H), 4.20 (t, 1H, J=6.9), 4.34 (d, 2H, J=6.9), 4.38-4.61 (m, 1H), 5.05 (s, 2H), 5.09 (s, 2H), 7.20-7.42 (m, 14H), 7.65 (m, 2H), 7.78 (d, 2H, J=7.4); HRMS m/z calcd for C46H54N3O10 808.3809, fo... The reactants are COC(CC1=CC(=NC=C1)C1=CC=C(C=C1)C(F)(F)F)=O (methyl{2-[4-(trifluoromethyl)phenyl]pyridin-4-yl}acetate), Cl (HCl), CO (MeOH). The reagents and catalysts are O=[Pt]=O (PtO2). Conditions: time 5 hour. The product is Cl.CC(C(=O)O)C1CC(NCC1)C1=CC=C(C=C1)C(F)(F)F ((±)-Methyl{2-[4-(trifluoromethyl)phenyl]piperidin-4-yl}acetate hydrochloride). Reaction SMILES: C[O:2][C:3](=[O:21])[CH2:4][C:5]1[CH:10]=[CH:9][N:8]=[C:7]([C:11]2[CH:16]=[CH:15][C:14]([C:17]([F:20])([F:19])[F:18])=[CH:13][CH:12]=2)[CH:6]=1.[ClH:22].[CH3:23]O>O=[Pt]=O>[ClH:22].[CH3:23][CH:4]([CH:5]1[CH2:10][CH2:9][NH:8][CH:7]([C:11]2[CH:16]=[CH:15][C:14]([C:17]([F:20])([F:19])[F:18])=[CH:13][CH:12]=2)[CH2:6]1)[C:3]([OH:2])=[O:21] |f:4.5|. Procedure: A mixture of methyl{2-[4-(trifluoromethyl)phenyl]pyridin-4-yl}acetate (6.2 g, 21 mmol), PtO2 (200 mg, 0.9 mmol) and HCl solution (4N in dioxane, 5.8 ml, 23 mmol) in MeOH (100 ml) was hydrogenated at 20 psi on a Parr® apparatus for 5 hours. The catalyst was removed by filtration and the filtrate evaporated in vacuo to give the desired piperidine as white solid (7.1 g, quant). 1H NMR (400 MHz, CD3OD) δ: 1.58-1.72 (1H, m), 1.75-1.85 (1H, m), 2.08 (1H, d, J 14.2), 2.19 (1H, t, J 14.2), 2.28-2.38 (1H...